This data is from the Open Reaction Database (ORD), a public repository of structured organic reaction records. The task is: describe an organic reaction: reactants, conditions, products, and yield Starting materials: S(O)(O)(=O)=O (sulfuric acid), FC1=C(C=CC=C1)O (o-fluorophenol), [OH-].[Na+] (NaOH), C(Cl)(Cl)Cl (chloroform). The solvent is O (water). Reaction conditions: temperature 60 celsius, time 2 hour. The product is FC=1C=C(C=O)C=CC1O (3-fluoro-4-hydroxybenzaldehyde). Isolated yield 5.6%. RXN SMILES: [F:1][C:2]1[CH:7]=[CH:6][CH:5]=[CH:4][C:3]=1[OH:8].[OH-:9].[Na+].[CH:11](Cl)(Cl)Cl.S(=O)(=O)(O)O>O>[F:1][C:2]1[CH:7]=[C:6]([CH:5]=[CH:4][C:3]=1[OH:8])[CH:11]=[O:9] |f:1.2|. Procedure details: On the other hand, o-fluorophenol (500 g, 4.46 mols) was added to a solution of NaOH (1,250 g, 31.26 mols) dissolved in water (2 l), followed by dropwise adding chloroform (1,230 g), agitating the mixture at about 60° C. for 2 hours, acidifying it with sulfuric acid, filtering off the residue on heating, and recrystallizing the deposited crystals from a mixed solvent of water-methanol to obtain 3-fluoro-4-hydroxybenzaldehyde (35.3 g) having a m.p. of 119.5°~123.5° C. This product (30 g, 0.21 mol... Reactants: C(C1=CC=CC=C1)N1C(N(CC1)C=1SC(=C(N1)C)C(=O)O)=O (2-(3-benzyl-2-oxoimidazolidin-1-yl)-4-methylthiazole-5-carboxylic acid), CC=1N=C(SC1C(=O)O)N1C(N(CC1)CC1=CC=C(C=C1)OC(F)(F)F)=O (4-methyl-2-(2-oxo-3-(4-(trifluoromethoxy)benzyl)imidazolidin-1-yl)thiazole-5-carboxylic acid), NC[C@H](O)C1=CC=CC=C1 ((R)-(−)-2-amino-1-phenylethanol). Yield: 67.0%. As a reaction SMILES: C(N1CCN(C2SC(C(O)=O)=C(C)N=2)C1=O)C1C=CC=CC=1.[CH3:23][C:24]1[N:25]=[C:26]([N:32]2[CH2:36][CH2:35][N:34]([CH2:37][C:38]3[CH:43]=[CH:42][C:41]([O:44][C:45]([F:48])([F:47])[F:46])=[CH:40][CH:39]=3)[C:33]2=[O:49])[S:27][C:28]=1[C:29](O)=[O:30].[NH2:50][CH2:51][C@@H:52]([C:54]1[CH:59]=[CH:58][CH:57]=[CH:56][CH:55]=1)[OH:53]>>[OH:53][C@H:52]([C:54]1[CH:59]=[CH:58][CH:57]=[CH:56][CH:55]=1)[CH2:51][NH:50][C:29]([C:28]1[S:27][C:26]([N:32]2[CH2:36][CH2:35][N:34]([CH2:37][C:38]3[CH:43]=[CH:42][C:41]([O:44][C:45]([F:47])([F:46])[F:48])=[CH:40][CH:39]=3)[C:33]2=[O:49])=[N:25][C:24]=1[CH3:23])=[O:30]. Product: O[C@@H](CNC(=O)C1=C(N=C(S1)N1C(N(CC1)CC1=CC=C(C=C1)OC(F)(F)F)=O)C)C1=CC=CC=C1 ((R)-N-(2-hydroxy-2-phenylethyl)-4-methyl-2-(2-oxo-3-(4-(trifluoromethoxy)benzyl)imidazolidin-1-yl)thiazole-5-carboxamide). Reported procedure: Following the procedure as describe in Example 9, making variations as required to replace 2-(3-benzyl-2-oxoimidazolidin-1-yl)-4-methylthiazole-5-carboxylic acid with 4-methyl-2-(2-oxo-3-(4-(trifluoromethoxy)benzyl)imidazolidin-1-yl)thiazole-5-carboxylic acid to react with (R)-(−)-2-amino-1-phenylethanol, the title compound was obtained as a white powder in 67% yield: mp 149-151° C. (ethyl acetate/hexanes); 1H NMR (300 MHz, CDCl3) δ 7.38-7.16 (m, 9H), 6.24 (br s, 1H), 4.92-4.89 (m, 1H), 4.44 (s,... Starting materials: C1(=CC=CC=C1)B(O)O (Phenylboronic acid), BrC=1SC(=NN1)Br (2,5-dibromo-1,3,4-thiadiazole). The reagents and catalysts are C([O-])([O-])=O.[Na+].[Na+] (sodium carbonate), C1(=CC=CC=C1)C (toluene), C(C)O (ethanol), O (water), C=1C=CC(=CC1)[P](C=2C=CC=CC2)(C=3C=CC=CC3)[Pd]([P](C=4C=CC=CC4)(C=5C=CC=CC5)C=6C=CC=CC6)([P](C=7C=CC=CC7)(C=8C=CC=CC8)C=9C=CC=CC9)[P](C=1C=CC=CC1)(C=1C=CC=CC1)C=1C=CC=CC1 (tetrakis(triphenylphosphine)palladium(0)). Run in C(Cl)Cl.C(C)(=O)OCC (CH2Cl2 ethyl acetate). Yields the product BrC=1SC(=NN1)C1=CC=CC=C1 (2-bromo-5-phenyl-1,3,4-thiadiazole). The yield is 37.9%. Reaction SMILES: [C:1]1(B(O)O)[CH:6]=[CH:5][CH:4]=[CH:3][CH:2]=1.[Br:10][C:11]1[S:12][C:13](Br)=[N:14][N:15]=1>C(=O)([O-])[O-].[Na+].[Na+].C1(C)C=CC=CC=1.C(O)C.O.C1C=CC([P]([Pd]([P](C2C=CC=CC=2)(C2C=CC=CC=2)C2C=CC=CC=2)([P](C2C=CC=CC=2)(C2C=CC=CC=2)C2C=CC=CC=2)[P](C2C=CC=CC=2)(C2C=CC=CC=2)C2C=CC=CC=2)(C2C=CC=CC=2)C2C=CC=CC=2)=CC=1.C(Cl)Cl.C(OCC)(=O)C>[Br:10][C:11]1[S:12][C:13]([C:1]2[CH:6]=[CH:5][CH:4]=[CH:3][CH:2]=2)=[N:14][N:15]=1 |f:2.3.4,9.10,^1:37,39,58,77|. Procedure details: Phenylboronic acid (2.0 g, 16.4 mmol) and 2,5-dibromo-1,3,4-thiadiazole (4.0 g, 16.4 mmol) are refluxed for 24 hours in a mixture of sodium carbonate (15.64 g), toluene (60 ml), ethanol (30 ml) and water (30 ml) and tetrakis(triphenylphosphine)palladium(0) (10 mol %) as catalyst. Aqueous work-up and column chromatography (SiO2, CH2Cl2 /ethyl acetate 9:1) give 1.5 g (38% of theory) of 2-bromo-5-phenyl-1,3,4-thiadiazole.